Dataset: the Open Reaction Database (ORD), a public repository of structured organic reaction records. Task: describe an organic reaction: reactants, conditions, products, and yield Reported procedure: Ethyl 4-(2-bromo-4-fluorophenyl)-6-(((R)-2-(hydroxymethyl)morpholino)methyl)-2-(1H-1,2,4-triazol-3-yl)-1,4-dihydropyrimidine-5-carboxylate (2 g, 3.8 mmol) was reacted with pivalic acid (0.51 g, 5 mmol) according to the procedure as described in Example 49 to give the title compound as yellow oil (0.99 g, 43%). The compound was characterized by the following spectroscopic data: The product is BrC1=C(C=CC(=C1)F)C1N=C(NC(=C1C(=O)OCC)CN1C[C@@H](OCC1)COC(C(C)(C)C)=O)C1=NNC=N1 (Ethyl 4-(2-bromo-4-fluorophenyl)-6-(((R)-2-((pivaloyloxy)methyl)morpholino)methyl)-2-(1H-1,2,4-triazol-3-yl)-1,4-dihydropyrimidine-5-carboxylate). The yield is 42.9%. As a reaction SMILES: [Br:1][C:2]1[CH:7]=[C:6]([F:8])[CH:5]=[CH:4][C:3]=1[CH:9]1[C:14]([C:15]([O:17][CH2:18][CH3:19])=[O:16])=[C:13]([CH2:20][N:21]2[CH2:26][CH2:25][O:24][C@@H:23]([CH2:27][OH:28])[CH2:22]2)[NH:12][C:11]([C:29]2[N:33]=[CH:32][NH:31][N:30]=2)=[N:10]1.[C:34](O)(=[O:39])[C:35]([CH3:38])([CH3:37])[CH3:36]>>[Br:1][C:2]1[CH:7]=[C:6]([F:8])[CH:5]=[CH:4][C:3]=1[CH:9]1[C:14]([C:15]([O:17][CH2:18][CH3:19])=[O:16])=[C:13]([CH2:20][N:21]2[CH2:26][CH2:25][O:24][C@@H:23]([CH2:27][O:28][C:34](=[O:39])[C:35]([CH3:38])([CH3:37])[CH3:36])[CH2:22]2)[NH:12][C:11]([C:29]2[N:33]=[CH:32][NH:31][N:30]=2)=[N:10]1. Starting materials: BrC1=C(C=CC(=C1)F)C1N=C(NC(=C1C(=O)OCC)CN1C[C@@H](OCC1)CO)C1=NNC=N1 (Ethyl 4-(2-bromo-4-fluorophenyl)-6-(((R)-2-(hydroxymethyl)morpholino)methyl)-2-(1H-1,2,4-triazol-3-yl)-1,4-dihydropyrimidine-5-carboxylate), C(C(C)(C)C)(=O)O (pivalic acid). Procedure: To a solution of 3-[2-(trifluoromethyl)-4′-(difluoromethoxy)benzhydryloxy]azetidine hydrochloride (175) (100 mg, 0.24 mmol) in anhydrous DCM (4 mL) was added MP-carbonate (2.62 mmol/g; 280 mg, 0.72 mmol), molecular sieves and iso-propyl isocyanate (25 μL, 0.24 mmol). After shaking at ambient temperature for 2 h, the mixture was poured onto a DCM-wet SCX-2 cartridge (2 g). Elution with DCM (20 mL) and evaporation afforded the desired product (74 mg, 66%). Product: FC(C1=C(C(C2=CC=C(C=C2)OC(F)F)OC2CN(C2)C(=O)NC(C)C)C=CC=C1)(F)F (3-[2-(trifluoromethyl)-4′-(difluoromethoxy)benzhydryloxy]-N-(iso-propyl)azetidine-1-carboxamide). The solvent is C(Cl)Cl (DCM), C(Cl)Cl (DCM). The yield is 67.3%. Run at time 2 hour. The reactants are Cl.FC(C1=C(C(C2=CC=C(C=C2)OC(F)F)OC2CNC2)C=CC=C1)(F)F (3-[2-(trifluoromethyl)-4′-(difluoromethoxy)benzhydryloxy]azetidine hydrochloride), C([O-])([O-])=O (carbonate), C(C)(C)N=C=O (iso-propyl isocyanate). Reaction SMILES: Cl.[F:2][C:3]([F:27])([F:26])[C:4]1[CH:25]=[CH:24][CH:23]=[CH:22][C:5]=1[CH:6]([O:17][CH:18]1[CH2:21][NH:20][CH2:19]1)[C:7]1[CH:12]=[CH:11][C:10]([O:13][CH:14]([F:16])[F:15])=[CH:9][CH:8]=1.C(=O)([O-])[O-].[CH:32]([N:35]=[C:36]=[O:37])([CH3:34])[CH3:33]>C(Cl)Cl>[F:27][C:3]([F:2])([F:26])[C:4]1[CH:25]=[CH:24][CH:23]=[CH:22][C:5]=1[CH:6]([O:17][CH:18]1[CH2:21][N:20]([C:36]([NH:35][CH:32]([CH3:34])[CH3:33])=[O:37])[CH2:19]1)[C:7]1[CH:12]=[CH:11][C:10]([O:13][CH:14]([F:15])[F:16])=[CH:9][CH:8]=1 |f:0.1|. Starting materials: NC1=NC=C(C(=O)OC)C=C1C=1SC2=C(C1)C=C(C=C2)N (methyl 6-amino-5-(5-amino-1-benzothien-2-yl)nicotinate), C1(=CC(=CC=C1)N=C=O)C (m-tolylisocyanate). Run in C1CCOC1 (THF). Run at time 4 hour. Product: NC1=NC=C(C(=O)OC)C=C1C=1SC2=C(C1)C=C(C=C2)NC(=O)NC2=CC(=CC=C2)C (methyl 6-amino-5-[5-({[(3-methylphenyl)amino]carbonyl}amino)-1-benzothien-2-yl]nicotinate). RXN SMILES: [NH2:1][C:2]1[C:11]([C:12]2[S:13][C:14]3[CH:20]=[CH:19][C:18]([NH2:21])=[CH:17][C:15]=3[CH:16]=2)=[CH:10][C:5]([C:6]([O:8][CH3:9])=[O:7])=[CH:4][N:3]=1.[C:22]1([CH3:31])[CH:27]=[CH:26][CH:25]=[C:24]([N:28]=[C:29]=[O:30])[CH:23]=1>C1COCC1>[NH2:1][C:2]1[C:11]([C:12]2[S:13][C:14]3[CH:20]=[CH:19][C:18]([NH:21][C:29]([NH:28][C:24]4[CH:25]=[CH:26][CH:27]=[C:22]([CH3:31])[CH:23]=4)=[O:30])=[CH:17][C:15]=3[CH:16]=2)=[CH:10][C:5]([C:6]([O:8][CH3:9])=[O:7])=[CH:4][N:3]=1. Procedure: To the solution of methyl 6-amino-5-(5-amino-1-benzothien-2-yl)nicotinate (120 mg, 0.4 mmol. 1 eq) in anhydrous THF (4 mL) at room temperature was added dropwise m-tolylisocyanate (0.051 mL, 1 eq). After the reaction was stirred at room temperature for 4 hours, the solid appeared in the reaction was directly filtered to give methyl 6-amino-5-[5-({[(3-methylphenyl)amino]carbonyl}amino)-1-benzothien-2-yl]nicotinate as a white solid in amount of 84 mg. Starting materials: N(=O)OC(C)(C)C (tert-butyl nitrite), NC=1SC(=C(C1C#N)Cl)C=O (2-amino-4-chloro-5-formylthiophene-3-carbonitrile), C(C)#N (acetonitrile). The solvent is CN(C=O)C (dimethylformamide). Conditions: temperature 25 celsius, time 7 hour. Product: C(=O)C1=C(C(=CS1)C#N)Cl (5-Formyl-4-chlorothiophene-3-carbonitrile). Isolated yield 67.6%. RXN SMILES: N(OC(C)(C)C)=O.N[C:9]1[S:10][C:11]([CH:17]=[O:18])=[C:12]([Cl:16])[C:13]=1[C:14]#[N:15].C(#N)C>CN(C)C=O>[CH:17]([C:11]1[S:10][CH:9]=[C:13]([C:14]#[N:15])[C:12]=1[Cl:16])=[O:18]. Procedure: 35 g (325 mmol) of tert-butyl nitrite were added dropwise at room temperature to a solution of 53.0 g (250 mmol) of 2-amino-4-chloro-5-formylthiophene-3-carbonitrile (the synthesis of this compound is described in Patent DB 3738910) in 600 ml of a 1:1 mixture of acetonitrile and dimethylformamide, during which process the temperature of the reaction mixture rose from 20° C. to 37° C. and vigorous evolution of gas began. The mixture was cooled to 25° C. and stirred for 7 hours at room temperature... Starting materials: C(=C)C1=CC=C(C=C1)C (p-vinyltoluene), C(C(=C)C)(=O)OCC(C)C (isobutyl methacrylate), C(C(=C)C)(=O)OCCCCCCCCCCCC (n-dodecyl methacrylate), C(C1=CC=CC=C1)(=O)OOC(C1=CC=CC=C1)=O (benzoyl peroxide), CCCCCCCCC(C)C (ISOPAR G). The solvent is CCCCCCCCCC(C)C (isododecane), CCCCCCCCCC(C)C (isododecane). Run at temperature 80 celsius. The product is C(C(=C)C)(=O)OCC(C)C.C(=C)C1=C(C=CC=C1)C.C(C(=C)C)(=O)OCCCCCCCCCCCC (isobutyl methacrylate vinyltoluene n-dodecyl methacrylate). As a reaction SMILES: C(C1C=CC(C)=CC=1)=C.[C:10]([O:15][CH2:16][CH:17]([CH3:19])[CH3:18])(=[O:14])[C:11]([CH3:13])=[CH2:12].[C:20]([O:25][CH2:26][CH2:27][CH2:28][CH2:29][CH2:30][CH2:31][CH2:32][CH2:33][CH2:34][CH2:35][CH2:36][CH3:37])(=[O:24])[C:21]([CH3:23])=[CH2:22].C(OOC(=O)C1C=CC=CC=1)(=O)C1C=CC=CC=1.CCCCCCCCC(C)C>CCCCCCCCCC(C)C>[C:10]([O:15][CH2:16][CH:17]([CH3:19])[CH3:18])(=[O:14])[C:11]([CH3:13])=[CH2:12].[CH:36]([C:35]1[CH:34]=[CH:33][CH:32]=[CH:31][C:30]=1[CH3:29])=[CH2:37].[C:20]([O:25][CH2:26][CH2:27][CH2:28][CH2:29][CH2:30][CH2:31][CH2:32][CH2:33][CH2:34][CH2:35][CH2:36][CH3:37])(=[O:24])[C:21]([CH3:23])=[CH2:22] |f:6.7.8|. Procedure details: A solution of 20.0 g of m-, p-vinyltoluene (mainly para-), 20.0 g of isobutyl methacrylate, 10 g of n-dodecyl methacrylate, 0.25 g of benzoyl peroxide (100%), and 25.0 g of isododecane or ISOPAR G (trade name) was introduced in a reaction pressure tube of about 100 ml. Nitrogen was bubbled through for 5 min. The pressure tube was sealed and immersed in an oil-bath of 80° C. After a reaction time of 16 h the viscous bright solution was admixed with 0.25 g of benzoyl peroxide and the pressure tube... Reactants: ClS(=O)(=O)C1=CC=2C3=C(C(NC2C=C1)=O)NC=C3C(=O)O (8-chlorosulfonyl-4-oxo-4,5-dihydro-3H-pyrrolo[2,3-c]quinoline-1-carboxylic acid), C1(CCCCC1)N (cyclohexylamine). The product is C1(CCCCC1)NS(=O)(=O)C1=CC=2C3=C(C(NC2C=C1)=O)NC=C3.C(C)C(=O)[O-] (8-cyclohexylsulfamoyl-4-oxo-4,5-dihydro-3H -pyrrolo[2,3-c]quinoline 1-ethyl carboxylate). Isolated yield 27.3%. RXN SMILES: Cl[S:2]([C:5]1[CH:14]=[CH:13][C:12]2[NH:11][C:10](=[O:15])[C:9]3[NH:16][CH:17]=[C:18]([C:19]([OH:21])=[O:20])[C:8]=3[C:7]=2[CH:6]=1)(=[O:4])=[O:3].[CH:22]1([NH2:28])[CH2:27][CH2:26][CH2:25][CH2:24][CH2:23]1>>[CH:22]1([NH:28][S:2]([C:5]2[CH:14]=[CH:13][C:12]3[NH:11][C:10](=[O:15])[C:9]4[NH:16][CH:17]=[CH:18][C:8]=4[C:7]=3[CH:6]=2)(=[O:3])=[O:4])[CH2:27][CH2:26][CH2:25][CH2:24][CH2:23]1.[CH2:18]([C:19]([O-:21])=[O:20])[CH3:17] |f:2.3|. Procedure details: This compound is prepared according to synthesis 25, from 115 mg (0.35 mmol) of 8-chlorosulfonyl-4-oxo-4,5-dihydro-3H-pyrrolo[2,3-c]quinoline-1-carboxylic acid (synthesis 2) and 48 μL (0.42 mmol) of cyclohexylamine. After purification by chromatography on silica (eluent dichloromethane/methanol 95/5), 20 mg (14%) of 8-cyclohexylsulfamoyl-4-oxo-4,5-dihydro-3H -pyrrolo[2,3-c]quinoline-1-ethyl carboxylate is obtained in the form of a white solid. Starting materials: NC=1C(=NC(=CN1)N1CCN(CC1)S(=O)(=O)CC)C(CBr)=O (1-[3-amino-6-(4-ethylsulfonylpiperazin-1-yl)pyrazin-2-yl]-2-bromo-ethanone), C1=CSC(=N1)N (aminothiazole). The solvent is CCO (EtOH). Reaction SMILES: [NH2:1][C:2]1[C:3]([C:19](=O)[CH2:20]Br)=[N:4][C:5]([N:8]2[CH2:13][CH2:12][N:11]([S:14]([CH2:17][CH3:18])(=[O:16])=[O:15])[CH2:10][CH2:9]2)=[CH:6][N:7]=1.[CH:23]1[N:27]=[C:26]([NH2:28])[S:25][CH:24]=1>CCO>[CH2:17]([S:14]([N:11]1[CH2:12][CH2:13][N:8]([C:5]2[N:4]=[C:3]([C:19]3[N:28]=[C:26]4[N:27]([CH:20]=3)[CH:23]=[CH:24][S:25]4)[C:2]([NH2:1])=[N:7][CH:6]=2)[CH2:9][CH2:10]1)(=[O:16])=[O:15])[CH3:18]. Procedure details: 1-[3-amino-6-(4-ethylsulfonylpiperazin-1-yl)pyrazin-2-yl]-2-bromo-ethanone (35 mg, 0.08922 mmol) was suspended in EtOH (2 mL) and 2 aminothiazole (8.935 mg, 0.08922 mmol) was added. The mixture was heated at reflux for 4 hours and then allowed to cool to ambient temperature. The solution was filtered through a 0.45 μnm PTFE filter and the solvent removed under a stream of nitrogen. The resultant residue was purified by reverse phase preparative HPLC [Waters Sunfire C18, 10 uM, 100A column, gradi... Yields the product C(C)S(=O)(=O)N1CCN(CC1)C=1N=C(C(=NC1)N)C=1N=C2SC=CN2C1 (5-(4-(ethylsulfonyl)piperazin-1-yl)-3-(imidazo[2,1-b]thiazol-6-yl)pyrazin-2-amine). The yield is 156.7%.